From a dataset of the Open Reaction Database (ORD), a public repository of structured organic reaction records. describe an organic reaction: reactants, conditions, products, and yield Reactants: 45, CN(CC(=O)O)C(CCC)C1CCCCC1 (methyl N-(1-cyclohexylbutyl)glycine), C(C)(=O)OC(C)=O (acetic acid, anhydride), C(=O)O (formic acid). Yields the product 48, CC(N(C=O)C(CCC)C1CCCCC1)C(=O)O (methyl N-(1-cyclohexylbutyl)-N-formylglycine). Yield: 94.9%. Reaction SMILES: [CH3:1][N:2]([CH:7]([CH:11]1[CH2:16][CH2:15][CH2:14][CH2:13][CH2:12]1)[CH2:8][CH2:9][CH3:10])[CH2:3][C:4](O)=O.C(OC(=O)C)(=[O:19])C.[CH:24]([OH:26])=[O:25]>>[CH3:4][CH:3]([C:24]([OH:26])=[O:25])[N:2]([CH:7]([CH:11]1[CH2:16][CH2:15][CH2:14][CH2:13][CH2:12]1)[CH2:8][CH2:9][CH3:10])[CH:1]=[O:19]. Procedure details: A solution of 45 parts of methyl N-(1-cyclohexylbutyl)glycine in 50 parts of acetic acid, anhydride and 300 parts of formic acid was stirred for 14 hours at room temperature. The reaction mixture was evaporated and the residue was taken up in dichloromethane. The organic layer was washed with water and a sodium carbonate solution, dried, filtered and evaporated. The residue was crystallized from a mixture of 2,2'-oxybispropane and petroleum ether. The product was filtered off and dried, yielding... As a reaction SMILES: [CH2:53]1[O:54][CH2:55][CH2:56][CH2:57]1.[CH3:20][CH:21]([N-:22][CH:23]([CH3:24])[CH3:25])[CH3:26].[Cl:27][CH2:28][c:29]1[n:30][cH:31][n:32]([C:34]([c:35]2[cH:36][cH:37][cH:38][cH:39][cH:40]2)([c:41]2[cH:42][cH:43][cH:44][cH:45][cH:46]2)[c:47]2[cH:48][cH:49][cH:50][cH:51][cH:52]2)[cH:33]1.[Li+:19].[N:1]1([C:12](=[O:13])[O:14][C:15]([CH3:16])([CH3:17])[CH3:18])[CH2:2][CH2:3][CH:4]([C:7](=[O:8])[O:9][CH2:10][CH3:11])[CH2:5][CH2:6]1>>[N:1]1([C:12](=[O:13])[O:14][C:15]([CH3:16])([CH3:17])[CH3:18])[CH2:2][CH2:3][C:4]([C:7](=[O:8])[O:9][CH2:10][CH3:11])([CH2:28][c:29]2[n:30][cH:31][n:32]([C:34]([c:35]3[cH:36][cH:37][cH:38][cH:39][cH:40]3)([c:41]3[cH:42][cH:43][cH:44][cH:45][cH:46]3)[c:47]3[cH:48][cH:49][cH:50][cH:51][cH:52]3)[cH:33]2)[CH2:5][CH2:6]1. Reactants: C1CCOC1, CC(C)[N-]C(C)C, ClCc1cn(C(c2ccccc2)(c2ccccc2)c2ccccc2)cn1, [Li+], CCOC(=O)C1CCN(C(=O)OC(C)(C)C)CC1. The product is CCOC(=O)C1(Cc2cn(C(c3ccccc3)(c3ccccc3)c3ccccc3)cn2)CCN(C(=O)OC(C)(C)C)CC1. The reactants are OCCc1ccccc1, C1CCC2=NCCCN2CC1, COCCOC, CS(=O)(=O)c1nc(N)nc(-c2ccco2)c1C#N. Reaction SMILES: [CH2:19]([CH2:20][c:21]1[cH:22][cH:23][cH:24][cH:25][cH:26]1)[OH:27].[CH2:28]1[CH2:29][CH2:30][C:31]2=[N:36][CH2:35][CH2:34][CH2:33][N:32]2[CH2:37][CH2:38]1.[CH3:39][O:40][CH2:41][CH2:42][O:43][CH3:44].[NH2:1][c:2]1[n:3][c:4]([S:15]([CH3:16])(=[O:17])=[O:18])[c:5]([C:13]#[N:14])[c:6](-[c:8]2[o:9][cH:10][cH:11][cH:12]2)[n:7]1>>[NH2:1][c:2]1[n:3][c:4]([O:27][CH2:19][CH2:20][c:21]2[cH:22][cH:23][cH:24][cH:25][cH:26]2)[c:5]([C:13]#[N:14])[c:6](-[c:8]2[o:9][cH:10][cH:11][cH:12]2)[n:7]1. The product is N#Cc1c(OCCc2ccccc2)nc(N)nc1-c1ccco1.